From a dataset of the Open Reaction Database (ORD), a public repository of structured organic reaction records. describe an organic reaction: reactants, conditions, products, and yield Reactants: CC(C=O)C(CC(C)(C)C)C (2,3,5,5-tetramethylhexanal), C(CC)=O (propionaldehyde). The product is CC(C=O)CC(C(CC(C)(C)C)C)C (2,4,5,7,7-Pentamethyloctanal). Reaction SMILES: [CH3:1][CH:2]([CH:5]([CH3:11])[CH2:6][C:7]([CH3:10])([CH3:9])[CH3:8])[CH:3]=O.[CH:12](=[O:15])[CH2:13][CH3:14]>>[CH3:14][CH:13]([CH2:3][CH:2]([CH3:1])[CH:5]([CH3:11])[CH2:6][C:7]([CH3:10])([CH3:9])[CH3:8])[CH:12]=[O:15]. Reported procedure: 2,4,5,7,7-Pentamethyloctanal was prepared from 2,3,5,5-tetramethylhexanal (aldehyde of TMH from Dragoco, Holzminden) and propionaldehyde similarly to Examples 1 and 2; the compound was obtained in the form of a diastereomeric mixture. Reactants: C(C)(C)(C)OC(=O)N1CC(N(C(C1)C)CC1=CC(=CC=C1)C1=NC(=NC=C1)Cl)C (4-[3-(2-Chloro-pyrimidin-4-yl)-benzyl]-3,5-dimethyl-piperazine-1-carboxylic acid tert-butyl ester), FC=1C=C(C=C(C1)F)CCN (2-(3,5-difluoro-phenyl)-ethylamine), 439. Product: FC=1C=C(C=C(C1)F)CCNC1=NC=CC(=N1)C1=CC(=CC=C1)CN1[C@H](CNC[C@H]1C)C ([2-(3,5-Difluoro-phenyl)-ethyl]-{4-[3-(2(S),6(R)-dimethyl-piperazin-1-ylmethyl)-phenyl]-pyrimidin-2-yl}-amine). Reaction SMILES: C(OC([N:8]1[CH2:13][CH:12]([CH3:14])[N:11]([CH2:15][C:16]2[CH:21]=[CH:20][CH:19]=[C:18]([C:22]3[CH:27]=[CH:26][N:25]=[C:24](Cl)[N:23]=3)[CH:17]=2)[CH:10]([CH3:29])[CH2:9]1)=O)(C)(C)C.[F:30][C:31]1[CH:32]=[C:33]([CH2:38][CH2:39][NH2:40])[CH:34]=[C:35]([F:37])[CH:36]=1>>[F:30][C:31]1[CH:32]=[C:33]([CH2:38][CH2:39][NH:40][C:24]2[N:23]=[C:22]([C:18]3[CH:19]=[CH:20][CH:21]=[C:16]([CH2:15][N:11]4[C@H:10]([CH3:29])[CH2:9][NH:8][CH2:13][C@@H:12]4[CH3:14])[CH:17]=3)[CH:27]=[CH:26][N:25]=2)[CH:34]=[C:35]([F:37])[CH:36]=1. Procedure: Intermediate 114 was coupled with 2-(3,5-difluoro-phenyl)-ethylamine following procedure F. The resulting product was deprotected following procedure G2. LC-MS showed the product had the expected M+H+ of 439. 1H NMR (Varian 300 MHz, CD3OD, shifts relative to the solvent peak at 3.3 ppm) δ 8.57 (s, 1H), 8.36 (t, 2H), 7.94 (d, 1H), 7.74 (m, 2H), 6.99 (d, 2H), 6.75 (t, 1H), 3.77 (m, 5H), 3.64 (m, 5H), 3.07 (t, 2H), 1.69 (d, 6H). As a reaction SMILES: [N:1]1([CH2:5][CH2:6][N:7]2[CH:11]=[C:10]([C:12]3[CH:13]=[N:14][CH:15]=[C:16](C(F)(F)F)[CH:17]=3)[N:9]=[C:8]2[CH:22]2[CH2:27][CH2:26][N:25]([C:28]3[N:33]=[CH:32][N:31]=[C:30]([NH2:34])[C:29]=3[CH2:35][CH3:36])[CH2:24][CH2:23]2)[CH2:4][CH2:3][CH2:2]1.N1(CCN2C=C(C3C=NC=C([Cl:54])C=3)N=C2C2CCNCC2)CCC1>>[N:1]1([CH2:5][CH2:6][N:7]2[CH:11]=[C:10]([C:12]3[CH:13]=[N:14][CH:15]=[C:16]([Cl:54])[CH:17]=3)[N:9]=[C:8]2[CH:22]2[CH2:27][CH2:26][N:25]([C:28]3[N:33]=[CH:32][N:31]=[C:30]([NH2:34])[C:29]=3[CH2:35][CH3:36])[CH2:24][CH2:23]2)[CH2:4][CH2:3][CH2:2]1. Starting materials: N1(CCC1)CCN1C(=NC(=C1)C=1C=NC=C(C1)C(F)(F)F)C1CCN(CC1)C1=C(C(=NC=N1)N)CC (6-(4-(1-(2-(azetidin-1-yl)ethyl)-4-(5-(trifluoromethyl)pyridin-3-yl)-1H-imidazol-2-yl)piperidin-1-yl)-5-ethylpyrimidin-4-amine), N1(CCC1)CCN1C(=NC(=C1)C=1C=NC=C(C1)Cl)C1CCNCC1 (3-(1-(2-(azetidin-1-yl)ethyl)-2-(piperidin-4-yl)-1H-imidazol-4-yl)-5-chloropyridine). Reported procedure: The title compound was prepared in an analogous manner as 6-(4-(1-(2-(azetidin-1-yl)ethyl)-4-(5-(trifluoromethyl)pyridin-3-yl)-1H-imidazol-2-yl)piperidin-1-yl)-5-ethylpyrimidin-4-amine of using 3-(1-(2-(azetidin-1-yl)ethyl)-2-(piperidin-4-yl)-1H-imidazol-4-yl)-5-chloropyridine instead of 3-(1-(2-(azetidin-1-yl)ethyl)-2-(piperidin-4-yl)-1H-imidazol-4-yl)-5-(trifluoromethyl)pyridine hydrochloride salt. LC-MS: (M+1=467, obsd.=467). Yields the product N1(CCC1)CCN1C(=NC(=C1)C=1C=NC=C(C1)Cl)C1CCN(CC1)C1=C(C(=NC=N1)N)CC (6-(4-(1-(2-(azetidin-1-yl)ethyl)-4-(5-chloropyridin-3-yl)-1H-imidazol-2-yl)piperidin-1-yl)-5-ethylpyrimidin-4-amine). The reactants are C(C1=CC=CC=C1)OC1=C(N(C(=CC1=O)CNS(=O)(=O)C1=CC(=CC=C1)Cl)C)C(=O)O (3-Benzyloxy-6-[(3-chloro-benzenesulfonylamino)-methyl]-1-methyl-4-oxo-1,4-dihydro-pyridine-2-carboxylic acid), C1(=CC=CC=C1)S(=O)(=O)C(C1=CC(C(=C(N1C)C(=O)O)O)=O)N (6-(benzene sulfonyl amino-methyl)-3-hydroxy-1-methyl-4-oxo-1,4-dihydro-pyridine-2-carboxylic acid). Yields the product ClC=1C=C(C=CC1)S(=O)(=O)NCC1=CC(C(=C(N1C)C(=O)O)O)=O (6-[(3-Chloro-benzenesulfonylamino)-methyl]-3-hydroxy-1-methyl-4-oxo-1,4-dihydro-pyridine-2-carboxylic acid). The yield is 52.7%. Reaction SMILES: C([O:8][C:9]1[C:14](=[O:15])[CH:13]=[C:12]([CH2:16][NH:17][S:18]([C:21]2[CH:26]=[CH:25][CH:24]=[C:23]([Cl:27])[CH:22]=2)(=[O:20])=[O:19])[N:11]([CH3:28])[C:10]=1[C:29]([OH:31])=[O:30])C1C=CC=CC=1.C1(S(C(N)C2N(C)C(C(O)=O)=C(O)C(=O)C=2)(=O)=O)C=CC=CC=1>>[Cl:27][C:23]1[CH:22]=[C:21]([S:18]([NH:17][CH2:16][C:12]2[N:11]([CH3:28])[C:10]([C:29]([OH:31])=[O:30])=[C:9]([OH:8])[C:14](=[O:15])[CH:13]=2)(=[O:19])=[O:20])[CH:26]=[CH:25][CH:24]=1. Procedure details: 6-[(3-Chloro-benzenesulfonylamino)-methyl]-3-hydroxy-1-methyl-4-oxo-1,4-dihydro-pyridine-2-carboxylic acid (14-05) (170.0 mg, 52.67%) was synthesized as an off white solid from 3-benzyloxy-6-[(3-chloro-benzenesulfonylamino)-methyl]-1-methyl-4-oxo-1,4-dihydro-pyridine-2-carboxylic acid (13-05) (400.0 mg, 0.866 mmol) following the procedure described for 6-(benzenesulfonylamino-methyl)-3-hydroxy-1-methyl-4-oxo-1,4-dihydro-pyridine-2-carboxylic acid (14-01). Reactants: CCCCN(CC)c1cc(Cl)nc(C)n1, Cc1cc(C)c(N)c(C)c1. The product is CCCCN(CC)c1cc(Nc2c(C)cc(C)cc2C)nc(C)n1. As a reaction SMILES: [CH2:1]([CH2:2][CH2:3][CH3:4])[N:5]([CH2:6][CH3:7])[c:8]1[n:9][c:10]([CH3:15])[n:11][c:12]([Cl:14])[cH:13]1.[CH3:16][c:17]1[c:18]([NH2:19])[c:20]([CH3:25])[cH:21][c:22]([CH3:24])[cH:23]1>>[CH2:1]([CH2:2][CH2:3][CH3:4])[N:5]([CH2:6][CH3:7])[c:8]1[n:9][c:10]([CH3:15])[n:11][c:12]([NH:19][c:18]2[c:17]([CH3:16])[cH:23][c:22]([CH3:24])[cH:21][c:20]2[CH3:25])[cH:13]1.